Dataset: the Open Reaction Database (ORD), a public repository of structured organic reaction records. Task: describe an organic reaction: reactants, conditions, products, and yield The reactants are N1C[C@@H](CC1)NC(=O)C12CC3CC(CC(C1)C3)C2 ((R)-N-(Pyrrolidin-3-yl)-1-adamantanecarboxamide), C1(=CC=C(C=C1)S(=O)(=O)OCCC1=CC=C(C=C1)F)C (2-(4-fluorophenyl)ethyl p-toluenesulfonate). Yields the product FC1=CC=C(C=C1)CCN1C[C@@H](CC1)NC(=O)C12CC3CC(CC(C1)C3)C2 ((R)-N-(1-(2-(4-fluorophenyl)ethyl)pyrrolidin-3-yl)-1-adamantanecarboxamide). Reaction SMILES: [NH:1]1[CH2:5][CH2:4][C@@H:3]([NH:6][C:7]([C:9]23[CH2:18][CH:13]4[CH2:14][CH:15]([CH2:17][CH:11]([CH2:12]4)[CH2:10]2)[CH2:16]3)=[O:8])[CH2:2]1.C1(C)C=CC(S(O[CH2:29][CH2:30][C:31]2[CH:36]=[CH:35][C:34]([F:37])=[CH:33][CH:32]=2)(=O)=O)=CC=1>>[F:37][C:34]1[CH:35]=[CH:36][C:31]([CH2:30][CH2:29][N:1]2[CH2:5][CH2:4][C@@H:3]([NH:6][C:7]([C:9]34[CH2:18][CH:13]5[CH2:14][CH:15]([CH2:17][CH:11]([CH2:12]5)[CH2:10]3)[CH2:16]4)=[O:8])[CH2:2]2)=[CH:32][CH:33]=1. Procedure details: (R)-N-(Pyrrolidin-3-yl)-1-adamantanecarboxamide and 2-(4-fluorophenyl)ethyl p-toluenesulfonate were reacted under the same conditions as in Example 1 to give (R)-N-(1-(2-(4-fluorophenyl)ethyl)pyrrolidin-3-yl)-1-adamantanecarboxamide. Starting materials: ClC1=C(C=CC(=C1)NC1=C(C=C(C=C1)F)F)C(=O)C1=C(C=CC(=C1)C=1N=NN(C1)CCOC1OCCCC1)C ([2-Chloro-4-(2,4-difluoro-phenylamino)-phenyl]-(2-methyl-5-{1-[2-(tetrahydro-pyran-2-yloxy)-ethyl]-1H-[1,2,3]triazol-4-yl}-phenyl)-methanone), ClC1=C(C=CC(=C1)NC1=C(C=C(C=C1)F)F)C(=O)C1=C(C=CC(=C1)C#C)C ([2-Chloro-4-(2,4-difluoro-phenylamino)-phenyl]-(5-ethynyl-2-methyl-phenyl)-methanone), N(=[N+]=[N-])CCNS(=O)(=O)C (N-(2-Azido-ethyl)-methanesulfonamide). Product: ClC1=C(C(=O)C=2C=C(C=CC2C)C=2N=NN(C2)CCNS(=O)(=O)C)C=CC(=C1)NC1=C(C=C(C=C1)F)F (N-[2-(4-{3-[2-Chloro-4-(2,4-difluoro-phenylamino)-benzoyl]-4-methyl-phenyl}-[1,2,3]triazol-1-yl)-ethyl]-methanesulfonamide). Reaction SMILES: [Cl:1][C:2]1[CH:7]=[C:6]([NH:8][C:9]2[CH:14]=[CH:13][C:12]([F:15])=[CH:11][C:10]=2[F:16])[CH:5]=[CH:4][C:3]=1[C:17]([C:19]1[CH:24]=[C:23]([C:25]2[N:26]=[N:27][N:28]([CH2:30][CH2:31]OC3CCCCO3)[CH:29]=2)[CH:22]=[CH:21][C:20]=1[CH3:39])=[O:18].ClC1C=C(NC2C=CC(F)=CC=2F)C=CC=1C(C1C=C(C#C)C=CC=1C)=O.N(CC[NH:72][S:73]([CH3:76])(=[O:75])=[O:74])=[N+]=[N-]>>[Cl:1][C:2]1[CH:7]=[C:6]([NH:8][C:9]2[CH:14]=[CH:13][C:12]([F:15])=[CH:11][C:10]=2[F:16])[CH:5]=[CH:4][C:3]=1[C:17]([C:19]1[CH:24]=[C:23]([C:25]2[N:26]=[N:27][N:28]([CH2:30][CH2:31][NH:72][S:73]([CH3:76])(=[O:75])=[O:74])[CH:29]=2)[CH:22]=[CH:21][C:20]=1[CH3:39])=[O:18]. Procedure details: The reaction was carried out similarly as described in the preparation of compound 101, using compound 407 (0.87 mmol) and compound 413 (1.3 mmol). The crude product was purified by continuous gradient flash chromatography using EtOAc/petroleum ether (40-60) 65:35 to 85:15 as the eluent to afford the title compound as almost white solid. 13C NMR (DMSO-d6) δ 194.9, 158.7 (dd), 155.7 (dd), 149.4, 145.3, 139.8, 135.9, 133.7, 133.7, 131.7, 128.2, 127.1, 126.5, 126.4 (dd), 124.9, 124.1 (dd), 121.9, 1... Reactants: [C@@H]12[C@@H](CC=CC1)C(=O)OC2=O (cis-4-cyclohexene-1,2-dicarboxylic acid anhydride), [H-].[Al+3].[Li+].[H-].[H-].[H-] (lithium aluminum hydride), C(Cl)(Cl)Cl (chloroform), O1CCCC1.O (tetrahydrofuran water). Solvent: O1CCCC1 (tetrahydrofuran), O1CCCC1 (tetrahydrofuran). Conditions: temperature 0 celsius, time 3 hour. Yields the product OC[C@@H]1CC=CC[C@@H]1CO (cis-1,6-dihydroxymethyl-3-cyclohexene). Yield: 89.9%. As a reaction SMILES: [C@@H:1]12[C:10](=O)[O:9][C:7](=[O:8])[C@@H:2]1[CH2:3][CH:4]=[CH:5][CH2:6]2.[H-].[Al+3].[Li+].[H-].[H-].[H-].O1CCCC1.O.C(Cl)(Cl)Cl>O1CCCC1>[OH:8][CH2:7][C@H:2]1[C@@H:1]([CH2:10][OH:9])[CH2:6][CH:5]=[CH:4][CH2:3]1 |f:1.2.3.4.5.6,7.8|. Procedure details: A solution of 25 g of cis-4-cyclohexene-1,2-dicarboxylic acid anhydride in 140 ml of tetrahydrofuran is instilled in a suspension of 10 g of lithium aluminum hydride in 140 ml of tetrahydrofuran at room temperature and the mixture is then stirred for 3 hours at reflux temperature. It is cooled to 0° C. a mixture of tetrahydrofuran/water (1+1) is instilled slowly, stirred for 30 minutes, mixed with 150 ml of chloroform, filtered and the filtrate is concentrated by evaporation in a vacuum. The res...